Dataset: the Open Reaction Database (ORD), a public repository of structured organic reaction records. Task: describe an organic reaction: reactants, conditions, products, and yield Reactants: [Al+3], CCOC(=O)c1cn(C2CCC(C)CC2)cn1, [H-], [H-], [H-], [H-], [Li+], [Na+], [Na+], [Na+], O=S(=O)([O-])[O-], C1CCOC1, [OH-], O. The product is CC1CCC(n2cnc(C=O)c2)CC1. RXN SMILES: [Al+3:2].[CH3:7][CH:8]1[CH2:9][CH2:10][CH:11]([n:14]2[cH:15][n:16][c:17]([C:19](=[O:20])[O:21][CH2:22][CH3:23])[cH:18]2)[CH2:12][CH2:13]1.[H-:1].[H-:4].[H-:5].[H-:6].[Li+:3].[Na+:25].[Na+:26].[Na+:27].[O-:28][S:29](=[O:30])(=[O:31])[O-:32].[O:33]1[CH2:34][CH2:35][CH2:36][CH2:37]1.[OH-:24].[OH2:38]>>[CH3:7][CH:8]1[CH2:9][CH2:10][CH:11]([n:14]2[cH:15][n:16][c:17]([CH:19]=[O:20])[cH:18]2)[CH2:12][CH2:13]1. The reactants are CC(C)(C)OC(=O)CN1C(=O)CCNc2c(F)cccc21, C1CCOC1, Cc1ccccc1, CCN(C(C)C)C(C)C, O=C(Cl)Cl, Cc1cc(C(=O)N2CCCCc3ccccc32)ccc1CN. The product is Cc1cc(C(=O)N2CCCCc3ccccc32)ccc1CNC(=O)N1CCC(=O)N(CC(=O)OC(C)(C)C)c2cccc(F)c21. Reaction SMILES: [C:1]([CH3:2])([CH3:3])([CH3:4])[O:5][C:6]([CH2:7][N:8]1[c:9]2[c:10]([c:16]([F:20])[cH:17][cH:18][cH:19]2)[NH:11][CH2:12][CH2:13][C:14]1=[O:15])=[O:21].[CH2:64]1[O:65][CH2:66][CH2:67][CH2:68]1.[CH3:26][c:27]1[cH:28][cH:29][cH:30][cH:31][cH:32]1.[CH:33]([N:34]([CH:35]([CH3:36])[CH3:37])[CH2:38][CH3:39])([CH3:40])[CH3:41].[Cl:22][C:23]([Cl:24])=[O:25].[NH2:42][CH2:43][c:44]1[c:45]([CH3:63])[cH:46][c:47]([C:50](=[O:51])[N:52]2[c:53]3[c:54]([cH:59][cH:60][cH:61][cH:62]3)[CH2:55][CH2:56][CH2:57][CH2:58]2)[cH:48][cH:49]1>>[C:1]([CH3:2])([CH3:3])([CH3:4])[O:5][C:6]([CH2:7][N:8]1[c:9]2[c:10]([c:16]([F:20])[cH:17][cH:18][cH:19]2)[N:11]([C:23](=[O:25])[NH:42][CH2:43][c:44]2[c:45]([CH3:63])[cH:46][c:47]([C:50](=[O:51])[N:52]3[c:53]4[c:54]([cH:59][cH:60][cH:61][cH:62]4)[CH2:55][CH2:56][CH2:57][CH2:58]3)[cH:48][cH:49]2)[CH2:12][CH2:13][C:14]1=[O:15])=[O:21]. Starting materials: C(C)OC(=O)C1=CC2=C(N(C(=N2)C=2C=C3C=CC(=NC3=CC2)C(NC(C)C(N)=O)=O)C2CCCCC2)C=C1 (2-[2-(1-Carbamoylethylcarbamoyl)quinolin-6-yl]-1-cyclohexyl-1H-benzimidazole-5-carboxylic acid ethyl ester), N[C@@H](C(C)C)C(=O)N (L-valinamide), C(N)(=O)C(C)NC(=O)C1=NC2=CC=C(C=C2C=C1)C1=NC2=C(N1C1CCCCC1)C=CC(=C2)C(=O)O (2-[2-(1-Carbamoylethylcarbamoyl)quinolin-6-yl]-1-cyclohexyl-1H-benzimidazole-5-carboxylic acid). Yields the product C(N)(=O)C(C(C)C)NC(=O)C1=NC2=CC=C(C=C2C=C1)C1=NC2=C(N1C1CCCCC1)C=CC(=C2)C(=O)O (2-[2-(1-Carbamoyl-2-methylpropylcarbamoyl)quinolin-6-yl]-1-cyclohexyl-1H-benzimidazole-5-carboxylic acid). As a reaction SMILES: C([O:3][C:4]([C:6]1[CH:38]=[CH:37][C:9]2[N:10]([CH:31]3[CH2:36][CH2:35][CH2:34][CH2:33][CH2:32]3)[C:11]([C:13]3[CH:14]=[C:15]4[C:20](=[CH:21][CH:22]=3)[N:19]=[C:18]([C:23](=[O:30])NC(C(=O)N)C)[CH:17]=[CH:16]4)=[N:12][C:8]=2[CH:7]=1)=[O:5])C.[NH2:39][C@H:40]([C:44]([NH2:46])=[O:45])[CH:41]([CH3:43])[CH3:42].C(C(NC(C1C=CC2C(=CC=C(C3N(C4CCCCC4)C4C=CC(C(O)=O)=CC=4N=3)C=2)N=1)=O)C)(=O)N>>[C:44]([CH:40]([NH:39][C:23]([C:18]1[CH:17]=[CH:16][C:15]2[C:20](=[CH:21][CH:22]=[C:13]([C:11]3[N:10]([CH:31]4[CH2:36][CH2:35][CH2:34][CH2:33][CH2:32]4)[C:9]4[CH:37]=[CH:38][C:6]([C:4]([OH:5])=[O:3])=[CH:7][C:8]=4[N:12]=3)[CH:14]=2)[N:19]=1)=[O:30])[CH:41]([CH3:43])[CH3:42])(=[O:45])[NH2:46]. Procedure: The title compound (5 mg yield) was prepared as described for Compound 497a using L-valinamide in place of L-alaninamide, and hydrolyzed as described for Compound 497. The reactants are CCOC(=O)CCC(=O)C1CCC(COCc2ccccc2)CC1, CCO, Cl, [K+], [OH-]. The product is O=C(O)CCC(=O)C1CCC(COCc2ccccc2)CC1. RXN SMILES: [CH2:3]([c:4]1[cH:5][cH:6][cH:7][cH:8][cH:9]1)[O:10][CH2:11][CH:12]1[CH2:13][CH2:14][CH:15]([C:18]([CH2:19][CH2:20][C:21](=[O:22])[O:23][CH2:24][CH3:25])=[O:26])[CH2:16][CH2:17]1.[CH3:28][CH2:29][OH:30].[ClH:27].[K+:2].[OH-:1]>>[CH2:3]([c:4]1[cH:5][cH:6][cH:7][cH:8][cH:9]1)[O:10][CH2:11][CH:12]1[CH2:13][CH2:14][CH:15]([C:18]([CH2:19][CH2:20][C:21](=[O:22])[OH:23])=[O:26])[CH2:16][CH2:17]1. The reactants are C(C)(C)(C)OC(=O)NC1=C(C(=O)O)C=CN=C1 (3-tert-Butoxycarbonylamino-isonicotinic acid), Cl (hydrochloric acid). Solvent: CO (methanol). Product: NC1=C(C(=O)O)C=CN=C1 (3-aminoisonicotinic acid). The yield is 100.4%. Reaction SMILES: C(OC([NH:8][C:9]1[CH:17]=[N:16][CH:15]=[CH:14][C:10]=1[C:11]([OH:13])=[O:12])=O)(C)(C)C.Cl>CO>[NH2:8][C:9]1[CH:17]=[N:16][CH:15]=[CH:14][C:10]=1[C:11]([OH:13])=[O:12]. Reported procedure: 3-tert-Butoxycarbonylamino-isonicotinic acid (450 mg) was dissolved in methanol (8 mL) and 6N hydrochloric acid (5 mL) was added to the solution. The resulting suspension was stirred under reflux for 2.5 hours, cooled to room temperature and washed 3× with chloroform. The aqueous layer was adjusted to pH-14 by addition of 2N sodium hydroxide solution, washed 3× with chloroform and adjusted again to pH-3 by addition of 2N hydrochloric acid. The aqueous layer was concentrated on a rotary evaporato... RXN SMILES: CN(OC)[C:3](=[O:18])[C:4]1[CH:9]=[CH:8][C:7]([O:10][CH3:11])=[CH:6][C:5]=1[C:12]#[C:13][CH2:14][CH:15]([CH3:17])[CH3:16].[CH2:21]([Mg]Cl)[C:22]1[CH:27]=[CH:26][CH:25]=[CH:24][CH:23]=1>C1COCC1>[CH3:11][O:10][C:7]1[CH:8]=[CH:9][C:4]([C:3](=[O:18])[CH2:21][C:22]2[CH:27]=[CH:26][CH:25]=[CH:24][CH:23]=2)=[C:5]([C:12]#[C:13][CH2:14][CH:15]([CH3:16])[CH3:17])[CH:6]=1. Run in C1CCOC1 (THF). Procedure: N-Methyl-N,4-bis(methyloxy)-2-(4-methyl-1-pentyn-1-yl)benzamide (103) (0.72 g, 2.62 mmol) was treated with benzylmagnesium chloride in THF to give 0.73 g (91%) of the title compound (104) as a light yellow oil. 1H NMR (400 MHz, CDCl3): δ 1.04 (d, J=6.6 Hz, 6H), 1.85-2.00 (m, 1H), 2.35 (d, J=6.6 Hz, 2H), 3.83 (s, 3H), 4.44 (s, 2H), 6.82 (dd, J1=8.8 Hz, J2=2.5 Hz, 1H), 6.98 (d, J=2.5 Hz, 1H), 7.19-7.25 (m, 3H), 7.26-7.32 (m, 2H), 7.65 (d, J=8.8 Hz, 1H). LCMS (APCI): m/z 307 (M+H)+. The product is COC1=CC(=C(C=C1)C(CC1=CC=CC=C1)=O)C#CCC(C)C (1-[4-(Methyloxy)-2-(4-methyl-1-pentyn-1-yl)phenyl]-2-phenylethanone). Yield: 91.0%. Starting materials: CN(C(C1=C(C=C(C=C1)OC)C#CCC(C)C)=O)OC (N-Methyl-N,4-bis(methyloxy)-2-(4-methyl-1-pentyn-1-yl)benzamide), C(C1=CC=CC=C1)[Mg]Cl (benzylmagnesium chloride). The reactants are Cl (HCl), [Li+].[OH-] (LiOH), C(C1=CC=CC=C1)OC=1C=C(C=CC1OCC1=CC=CC=C1)C[C@@H](C(=O)OCC1=CC=CC=C1)NC([C@H](C)NC(CN1CCOCC1)=O)=O ((S)-benzyl 3-(3,4-bis(benzyloxy)phenyl)-2-((S)-2-(2-morpholinoacetamido) propanamido)propanoate). The solvent is O (water), CO (MeOH). Yields the product C(C1=CC=CC=C1)OC=1C=C(C=CC1OCC1=CC=CC=C1)C[C@@H](C(=O)O)NC([C@H](C)NC(CN1CCOCC1)=O)=O ((S)-3-(3,4-Bis(benzyloxy)phenyl)-2-((S)-2-(2-morpholinoacetamido)propanamido)propanoic acid). As a reaction SMILES: [Li+].[OH-].[CH2:3]([O:10][C:11]1[CH:12]=[C:13]([CH2:25][C@H:26]([NH:37][C:38](=[O:51])[C@@H:39]([NH:41][C:42](=[O:50])[CH2:43][N:44]2[CH2:49][CH2:48][O:47][CH2:46][CH2:45]2)[CH3:40])[C:27]([O:29]CC2C=CC=CC=2)=[O:28])[CH:14]=[CH:15][C:16]=1[O:17][CH2:18][C:19]1[CH:24]=[CH:23][CH:22]=[CH:21][CH:20]=1)[C:4]1[CH:9]=[CH:8][CH:7]=[CH:6][CH:5]=1.Cl>O.CO>[CH2:3]([O:10][C:11]1[CH:12]=[C:13]([CH2:25][C@H:26]([NH:37][C:38](=[O:51])[C@@H:39]([NH:41][C:42](=[O:50])[CH2:43][N:44]2[CH2:45][CH2:46][O:47][CH2:48][CH2:49]2)[CH3:40])[C:27]([OH:29])=[O:28])[CH:14]=[CH:15][C:16]=1[O:17][CH2:18][C:19]1[CH:20]=[CH:21][CH:22]=[CH:23][CH:24]=1)[C:4]1[CH:5]=[CH:6][CH:7]=[CH:8][CH:9]=1 |f:0.1|. Reported procedure: A solution of LiOH (279 mg, 6.6 mmol) in water (6 mL) was added to a solution of (S)-benzyl 3-(3,4-bis(benzyloxy)phenyl)-2-((S)-2-(2-morpholinoacetamido) propanamido)propanoate (1.1 g, 1.66 mmol) in MeOH (30 mL) at 0° C. with stirring. The reaction mixture was stirred for 3 h and then acidified with 2 N aqueous HCl to pH=3. The resulting mixture was concentrated and the residue was carried forward without further purification. Starting materials: CN1C=NC=C1 (1-methylimidazole), C(C)#N (acetonitrile), ClC(=O)OC (methyl chloroformate). Run in C(C)N(CC)CC (triethylamine). Run at time 8 hour. Product: CC=1N=C(N(C1)C)C(=O)O (methyl 1-methylimidazole-2-carboxylic acid). RXN SMILES: [CH3:1][N:2]1[CH:6]=[CH:5][N:4]=[CH:3]1.[C:7](#N)C.Cl[C:11]([O:13]C)=[O:12]>C(N(CC)CC)C>[CH3:7][C:5]1[N:4]=[C:3]([C:11]([OH:13])=[O:12])[N:2]([CH3:1])[CH:6]=1. Procedure details: in a nitrogen atmosphere, 41.0 g of 1-methylimidazole was added to 500 ml of acetonitrile, followed by 70 ml of triethylamine, and the mixture was cooled in an ice bath. 38.63 g of methyl chloroformate was added dropwise over 30 minutes, the mixture was stirred at room temperature overnight, and filtered. The filtrate was stripped of volatiles; the residue was dissolved in 500 ml of methylene chloride and the solution was washed with brine, then water, then dried (Na2SO4) and stripped of solvent...